Dataset: the Open Reaction Database (ORD), a public repository of structured organic reaction records. Task: describe an organic reaction: reactants, conditions, products, and yield Product: BrC1=CN=C(C2=CC=CC(=C12)C)Cl (4-Bromo-1-chloro-5-methylisoquinoline). Starting materials: BrC1=CNC(C2=CC=CC(=C12)C)=O (4-bromo-5-methylisoquinolin-1(2H)-one), O=P(Cl)(Cl)Cl (POCl3), ice water. Yield: 92.0%. Procedure: A stirred solution of 4-bromo-5-methylisoquinolin-1(2H)-one (Intermediate-4) (10 g, 42 mmol) in POCl3 (50 mL) was heated to 100° C. for 30 min. The reaction mixture was then poured into ice-water, extracted with CH2Cl2 (3×200 mL), washed with water (2×200 mL), dried over Na2SO4, filtered and concentrated to obtain desired compound (10 g, 92%). Reaction SMILES: [Br:1][C:2]1[C:11]2[C:6](=[CH:7][CH:8]=[CH:9][C:10]=2[CH3:12])[C:5](=O)[NH:4][CH:3]=1.O=P(Cl)(Cl)[Cl:16]>>[Br:1][C:2]1[C:11]2[C:6](=[CH:7][CH:8]=[CH:9][C:10]=2[CH3:12])[C:5]([Cl:16])=[N:4][CH:3]=1.